This data is from the Open Reaction Database (ORD), a public repository of structured organic reaction records. The task is: describe an organic reaction: reactants, conditions, products, and yield The reactants are C(C)(C)(C)OC(=O)C1=CN(C2=CC(=CC(=C12)OCC)C(=O)O)C1CC1 (3-(tert-butoxycarbonyl)-1-cyclopropyl-4-ethoxy-1H-indole-6-carboxylic acid), Cl.N1N=CC(=C1)C=1C=C2C(CC3(CCNCC3)OC2=CC1)=O (6-(1H-pyrazol-4-yl)spiro[chroman-2,4′-piperidin]-4-one hydrochloride), CCN=C=NCCCN(C)C.Cl (WSC hydrochloride), C=1C=CC2=C(C1)N=NN2O (HOBT). The solvent is CN(C)C=O (DMF), C(C)N(CC)CC (Triethylamine), C(C)(=O)OCC (ethyl acetate). Conditions: temperature 90 celsius, time 1 hour. The product is methyl ester, C1(CC1)N1C=C(C2=C(C=C(C=C12)C(=O)N1CCC2(CC1)OC1=CC=C(C=C1C(C2)=O)C=2C=NNC2)OCC)C(=O)O (1-cyclopropyl-4-ethoxy-6-{[4-oxo-6-(1H-pyrazol-4-yl)spiro[chroman-2,4′-piperidin]-1′-yl]carbonyl}-1H-indole-3-carboxylic acid). Reaction SMILES: C([O:5][C:6]([C:8]1[C:16]2[C:11](=[CH:12][C:13]([C:20](O)=[O:21])=[CH:14][C:15]=2[O:17][CH2:18][CH3:19])[N:10]([CH:23]2[CH2:25][CH2:24]2)[CH:9]=1)=[O:7])(C)(C)C.Cl.[NH:27]1[CH:31]=[C:30]([C:32]2[CH:33]=[C:34]3[C:44](=[CH:45][CH:46]=2)[O:43][C:37]2([CH2:42][CH2:41][NH:40][CH2:39][CH2:38]2)[CH2:36][C:35]3=[O:47])[CH:29]=[N:28]1.CCN=C=NCCCN(C)C.Cl.C1C=CC2N(O)N=NC=2C=1>CN(C=O)C.C(OCC)(=O)C.C(N(CC)CC)C>[CH:23]1([N:10]2[C:11]3[C:16](=[C:15]([O:17][CH2:18][CH3:19])[CH:14]=[C:13]([C:20]([N:40]4[CH2:41][CH2:42][C:37]5([CH2:36][C:35](=[O:47])[C:34]6[C:44](=[CH:45][CH:46]=[C:32]([C:30]7[CH:31]=[N:27][NH:28][CH:29]=7)[CH:33]=6)[O:43]5)[CH2:38][CH2:39]4)=[O:21])[CH:12]=3)[C:8]([C:6]([OH:7])=[O:5])=[CH:9]2)[CH2:24][CH2:25]1 |f:1.2,3.4|. Procedure details: Triethylamine (0.21 mL) was added to a solution of 3-(tert-butoxycarbonyl)-1-cyclopropyl-4-ethoxy-1H-indole-6-carboxylic acid (177 mg), 6-(1H-pyrazol-4-yl)spiro[chroman-2,4′-piperidin]-4-one hydrochloride (156 mg), WSC hydrochloride (106 mg) and HOBT (85 mg) in DMF (4 mL) and the mixture was stirred at 90° C. for 1 hour. After cooling to room temperature, the mixture was diluted with ethyl acetate, then washed with water, 1N hydrochloric acid solution, aqueous saturated sodium bicarbonate and sa...